Dataset: the Open Reaction Database (ORD), a public repository of structured organic reaction records. Task: describe an organic reaction: reactants, conditions, products, and yield Reactants: BrC=C1C2=C(OCC3=C1C=CC=C3)C(=CC=C2)OC (11-bromomethylene-4-methoxy-6,11-dihydro-dibenzo[b,e]oxepine), [N+](=O)([O-])C=1C=C(C=CC1)B(O)O (m-nitrophenyl boronic acid). Solvent: hexanes, C(C)OCC (diethyl ether). The product is COC1=CC=CC/2=C1OCC1=C(\C2=C/C2=CC(=CC=C2)[N+](=O)[O-])C=CC=C1 (E-4-Methoxy-11-(3-nitro-benzylidene)-6,11-dihydro-dibenzo[b,e]oxepine). Isolated yield 33.0%. RXN SMILES: Br[CH:2]=[C:3]1[C:9]2[CH:10]=[CH:11][CH:12]=[CH:13][C:8]=2[CH2:7][O:6][C:5]2[C:14]([O:18][CH3:19])=[CH:15][CH:16]=[CH:17][C:4]1=2.[N+:20]([C:23]1[CH:24]=[C:25](B(O)O)[CH:26]=[CH:27][CH:28]=1)([O-:22])=[O:21]>C(OCC)C>[CH3:19][O:18][C:14]1[C:5]2[O:6][CH2:7][C:8]3[CH:13]=[CH:12][CH:11]=[CH:10][C:9]=3/[C:3](=[CH:2]\[C:27]3[CH:26]=[CH:25][CH:24]=[C:23]([N+:20]([O-:22])=[O:21])[CH:28]=3)/[C:4]=2[CH:17]=[CH:16][CH:15]=1. Procedure: Following procedures essentially as described in Example 230, 11-bromomethylene-4-methoxy-6,11-dihydro-dibenzo[b,e]oxepine is combined with m-nitrophenyl boronic acid. The pure E isomer is isolated by recrystallization with hexanes and diethyl ether to give 311 mg of product (33% yield). 1H NMR (400 MHz, CDCl3) δ 7.979-7.949 (d, 1H), 7.874 (s, 1H), 7.509-7.491 (d, 1H), 7.365-7.324 (t, 1H), 7.305-7.237 (m, 2H), 7.204-7.162 (t, 1H), 7.123-7.100 (d, 1H), 6.992-6.912 (m, 3H), 6.864-6.840 (d, 1H), 5.... Starting materials: ClC1=CC=C(C=C1)CC(=O)C1=CC=CC=C1 (phenyl 4-chlorophenylmethyl ketone), ClCC(CO)O (3-chloropropane-1,2-diol), C1(=CC=C(C=C1)S(=O)(=O)O)C (p-toluenesulphonic acid), O (water). The solvent is C1(=CC=CC=C1)C (toluene). The product is ClCC1OC(OC1)(C1=CC=CC=C1)CC1=CC=C(C=C1)Cl (4-chloromethyl-2-(4-chlorophenylmethyl)-2-phenyl-1,3-dioxolane). Isolated yield 98.0%. As a reaction SMILES: [Cl:1][C:2]1[CH:7]=[CH:6][C:5]([CH2:8][C:9]([C:11]2[CH:16]=[CH:15][CH:14]=[CH:13][CH:12]=2)=[O:10])=[CH:4][CH:3]=1.[Cl:17][CH2:18][CH:19](O)[CH2:20][OH:21].C1(C)C=CC(S(O)(=O)=O)=CC=1.O>C1(C)C=CC=CC=1>[Cl:17][CH2:18][CH:19]1[CH2:20][O:21][C:9]([CH2:8][C:5]2[CH:4]=[CH:3][C:2]([Cl:1])=[CH:7][CH:6]=2)([C:11]2[CH:12]=[CH:13][CH:14]=[CH:15][CH:16]=2)[O:10]1. Procedure: 69 g (0.3 mol) of phenyl 4-chlorophenylmethyl ketone, 66.3 g (0.6 mol) of 3-chloropropane-1,2-diol and 5.2 g (0.03 mol) of p-toluenesulphonic acid in 600 ml of toluene are refluxed for three days in a water separator. The reaction mixture, when it is cold, is extracted with sodium bicarbonate solution, dried over sodium sulphate and evaporated down in vacuo. 95 g (98% of theory) of 4-chloromethyl-2-(4-chlorophenylmethyl)-2-phenyl-1,3-dioxolane of melting point 65° C. are obtained. Reactants: C1(=CC=CC=C1)C1NCCNC1=O (2-phenyl-3-keto piperazine), ClC=1C=C(CCl)C=CC1Cl (3,4-dichloro benzylchloride), CC(=O)C (acetone). The solvent is C(C)N(CC)CC (triethylamine). The product is ClC=1C=C(CN2C(C(NCC2)=O)C2=CC=CC=C2)C=CC1Cl (1-(3',4'-Dichloro benzyl)-2-phenyl-3-keto piperazine). Procedure: 140 g. of 2-phenyl-3-keto piperazine are boiled under reflux with 163 g. of 3,4-dichloro benzylchloride in 1,600 cc. of acetone for 6 hours while 330 cc. of triethylamine are added. The hot reaction mixture is filtered to remove precipitated triethyl ammonium chloride and is concentrated by fractional distillation. The resulting crystal fractions are twice recrystallized from 4 l. of 96% ethanol. As a reaction SMILES: [C:1]1([CH:7]2[C:12](=[O:13])[NH:11][CH2:10][CH2:9][NH:8]2)[CH:6]=[CH:5][CH:4]=[CH:3][CH:2]=1.[Cl:14][C:15]1[CH:16]=[C:17]([CH:20]=[CH:21][C:22]=1[Cl:23])[CH2:18]Cl.CC(C)=O>C(N(CC)CC)C>[Cl:14][C:15]1[CH:16]=[C:17]([CH:20]=[CH:21][C:22]=1[Cl:23])[CH2:18][N:8]1[CH2:9][CH2:10][NH:11][C:12](=[O:13])[CH:7]1[C:1]1[CH:2]=[CH:3][CH:4]=[CH:5][CH:6]=1. Starting materials: CC(=O)O, CCO, CCOC(C)=O, Cn1nc(Cc2cc([N+](=O)[O-])cc(Cl)c2Cl)c(Cl)c1OC(F)F, [Fe]. Yields the product Cn1nc(Cc2cc(N)cc(Cl)c2Cl)c(Cl)c1OC(F)F. As a reaction SMILES: [CH3:24][C:25](=[O:26])[OH:27].[CH3:28][CH2:29][OH:30].[CH3:32][CH2:33][O:34][C:35](=[O:36])[CH3:37].[Cl:1][c:2]1[c:3]([CH2:12][c:13]2[c:14]([Cl:23])[c:15]([Cl:22])[cH:16][c:17]([N+:19]([O-:20])=[O:21])[cH:18]2)[n:4][n:5]([CH3:11])[c:6]1[O:7][CH:8]([F:9])[F:10].[Fe:31]>>[Cl:1][c:2]1[c:3]([CH2:12][c:13]2[c:14]([Cl:23])[c:15]([Cl:22])[cH:16][c:17]([NH2:19])[cH:18]2)[n:4][n:5]([CH3:11])[c:6]1[O:7][CH:8]([F:9])[F:10]. Starting materials: C(C)(=O)NO (acetohydroxamic acid), ClC(C)C1=CC=C(C=C1)SC=1C=C(C=C(C1)F)C1(CCOCC1)OC (4-{3-[4-(1-chloroethyl)phenylthio]-5-fluorophenyl}-4-methoxytetrahydropyran). Reaction conditions: temperature 60 celsius. Product: C(C)(=O)NOC(C1=CC=C(C=C1)SC1=CC(=CC(=C1)F)C1(CCOCC1)OC)C (4-[5-fluoro-3-(4-methoxytetrahydropyran-4-yl)phenylthio]-α-methylbenzyl acetohydroxamate). The yield is 62.0%. As a reaction SMILES: [C:1]([NH:4][OH:5])(=[O:3])[CH3:2].Cl[CH:7]([C:9]1[CH:14]=[CH:13][C:12]([S:15][C:16]2[CH:17]=[C:18]([C:23]3([O:29][CH3:30])[CH2:28][CH2:27][O:26][CH2:25][CH2:24]3)[CH:19]=[C:20]([F:22])[CH:21]=2)=[CH:11][CH:10]=1)[CH3:8]>>[C:1]([NH:4][O:5][CH:7]([CH3:8])[C:9]1[CH:14]=[CH:13][C:12]([S:15][C:16]2[CH:21]=[C:20]([F:22])[CH:19]=[C:18]([C:23]3([O:29][CH3:30])[CH2:28][CH2:27][O:26][CH2:25][CH2:24]3)[CH:17]=2)=[CH:11][CH:10]=1)(=[O:3])[CH3:2]. Procedure: Using an analogous procedure to that described in Example 1 except that the reactants were heated to 60° C for 2 hours, acetohydroxamic acid was reacted with 4-{3-[4-(1-chloroethyl)phenylthio]-5-fluorophenyl}-4-methoxytetrahydropyran to give 4-[5-fluoro-3-(4-methoxytetrahydropyran-4-yl)phenylthio]-α-methylbenzyl acetohydroxamate as a gum in 62% yield. Solvent: CO (methanol). The product is C(C)C1=C(OCCCOC=2C(=C(OC3=C(C(=O)O)C=CC=C3)C=CC2)CCC)C=C(C(=C1)C=1N=CSC1)O (2-{3-[3-(2-Ethyl-5-hydroxy-4-thiazol-4-yl-phenoxy)propoxy]-2-propyl-phenoxy}benzoic acid). The reactants are COC(C1=C(C=CC=C1)OC1=C(C(=CC=C1)OCCCOC1=C(C=C(C(=C1)O)C=1N=CSC1)CC)CCC)=O (2-{3-[3-(2-ethyl-5-hydroxy-4-thiazol-4-yl-phenoxy)propoxy]-2-propylphenoxy}benzoic acid methyl ester), [OH-].[Li+] (lithium hydroxide). Procedure details: A solution of 2-{3-[3-(2-ethyl-5-hydroxy-4-thiazol-4-yl-phenoxy)propoxy]-2-propylphenoxy}benzoic acid methyl ester (130 mg, 0.236 mmol) in methanol (4 mL) was treated with 1 M lithium hydroxide solution at 60° C. for 3 h. The mixture was cooled to room temperature, concentrated in vacuo, and diluted with water. The solution was adjusted to pH ˜4 and extracted three times with methylene chloride. The combined organic layers were dried (sodium sulfate), filtered, and concentrated in vacuo. The res... Reaction SMILES: C[O:2][C:3](=[O:39])[C:4]1[CH:9]=[CH:8][CH:7]=[CH:6][C:5]=1[O:10][C:11]1[CH:16]=[CH:15][CH:14]=[C:13]([O:17][CH2:18][CH2:19][CH2:20][O:21][C:22]2[CH:27]=[C:26]([OH:28])[C:25]([C:29]3[N:30]=[CH:31][S:32][CH:33]=3)=[CH:24][C:23]=2[CH2:34][CH3:35])[C:12]=1[CH2:36][CH2:37][CH3:38].[OH-].[Li+]>CO>[CH2:34]([C:23]1[CH:24]=[C:25]([C:29]2[N:30]=[CH:31][S:32][CH:33]=2)[C:26]([OH:28])=[CH:27][C:22]=1[O:21][CH2:20][CH2:19][CH2:18][O:17][C:13]1[C:12]([CH2:36][CH2:37][CH3:38])=[C:11]([CH:16]=[CH:15][CH:14]=1)[O:10][C:5]1[CH:6]=[CH:7][CH:8]=[CH:9][C:4]=1[C:3]([OH:39])=[O:2])[CH3:35] |f:1.2|. Yield: 76.2%. The reactants are FC(C(=O)O)(F)F.C(C)C1=CC=C(C=C1)C1CC(CN(C1)C(=O)N1CCCC1)N (5-(4-Ethylphenyl)-1-(pyrrolidin-1-ylcarbonyl)piperidine-3-amine trifluoroacetate), COC=1C=C(C=CC1)N=C=O (3-methoxyphenyl isocyanate). The product is C(C)C1=CC=C(C=C1)C1CC(CN(C1)C(=O)N1CCCC1)NC(=O)NC1=CC(=CC=C1)OC (1-[5-(4-Ethylphenyl)-1-(pyrrolidin-1-ylcarbonyl)piperidin-3-yl]-3-(3-methoxyphenyl)urea). Reaction SMILES: FC(F)(F)C(O)=O.[CH2:8]([C:10]1[CH:15]=[CH:14][C:13]([CH:16]2[CH2:21][N:20]([C:22]([N:24]3[CH2:28][CH2:27][CH2:26][CH2:25]3)=[O:23])[CH2:19][CH:18]([NH2:29])[CH2:17]2)=[CH:12][CH:11]=1)[CH3:9].[CH3:30][O:31][C:32]1[CH:33]=[C:34]([N:38]=[C:39]=[O:40])[CH:35]=[CH:36][CH:37]=1>>[CH2:8]([C:10]1[CH:11]=[CH:12][C:13]([CH:16]2[CH2:21][N:20]([C:22]([N:24]3[CH2:25][CH2:26][CH2:27][CH2:28]3)=[O:23])[CH2:19][CH:18]([NH:29][C:39]([NH:38][C:34]3[CH:35]=[CH:36][CH:37]=[C:32]([O:31][CH3:30])[CH:33]=3)=[O:40])[CH2:17]2)=[CH:14][CH:15]=1)[CH3:9] |f:0.1|. Procedure details: 83 mg (50% pure, 0.15 mmol) of 5-(4-ethylphenyl)-1-(pyrrolidin-1-ylcarbonyl)piperidine-3-amine trifluoroacetate (Example 12A) and 25 mg (0.17 mmol, 1.1 eq.) of 3-methoxyphenyl isocyanate were reacted according to General Method 4. Yield: 46 mg (67% of theory) Reactants: C1(=CC=CC=C1)N(C(=O)C=1C=NC=CC1)CC1=CC=C(C=C1)OCCCCCCCCCCCCCC (N-Phenyl-N-[[4-(tetradecyloxy)phenyl]methyl]-3-pyridinecarboxamide), ICCC (iodopropane). Reaction conditions: temperature 100 celsius. The product is [I-].C1(=CC=CC=C1)N(C(=O)C=1C=[N+](C=CC1)CCC)CC1=CC=C(C=C1)OCCCCCCCCCCCCCC (3-[[Phenyl[[4-(tetradecyloxy)phenyl]methyl]amino]carbonyl]-1-propylpyridinium iodide). Isolated yield 99.9%. Reaction SMILES: [C:1]1([N:7]([CH2:16][C:17]2[CH:22]=[CH:21][C:20]([O:23][CH2:24][CH2:25][CH2:26][CH2:27][CH2:28][CH2:29][CH2:30][CH2:31][CH2:32][CH2:33][CH2:34][CH2:35][CH2:36][CH3:37])=[CH:19][CH:18]=2)[C:8]([C:10]2[CH:11]=[N:12][CH:13]=[CH:14][CH:15]=2)=[O:9])[CH:6]=[CH:5][CH:4]=[CH:3][CH:2]=1.[I:38][CH2:39][CH2:40][CH3:41]>>[I-:38].[C:1]1([N:7]([CH2:16][C:17]2[CH:18]=[CH:19][C:20]([O:23][CH2:24][CH2:25][CH2:26][CH2:27][CH2:28][CH2:29][CH2:30][CH2:31][CH2:32][CH2:33][CH2:34][CH2:35][CH2:36][CH3:37])=[CH:21][CH:22]=2)[C:8]([C:10]2[CH:11]=[N+:12]([CH2:39][CH2:40][CH3:41])[CH:13]=[CH:14][CH:15]=2)=[O:9])[CH:6]=[CH:5][CH:4]=[CH:3][CH:2]=1 |f:2.3|. Procedure details: A mixture of 0.80 g of product from Example 146 and 13.58 g of iodopropane is heated, in a sealed tube, at 100° C. for 10 hours. The reaction is concentrated in vacuo to give 1.07 g of the desired product as orange crystals. Starting materials: C(C)OC(=O)C1=CN2N(COC=3C(=C(C=C(C1=O)C32)F)F)C (8,9-difluoro-3-methyl-6-oxo-2,3-dihydro-6H-1-oxa-3,3a-diaza-phenalene-5-carboxylic acid ethyl ester), FC=1C=C(C=CC1N1CCNCC1)N1C(O[C@H](C1)CNC(C)=O)=O (N-[{(5S)-3[3-fluoro-4-(1-piperazinyl)phenyl]-2-oxo-5-oxazolidinyl}-methyl]-acetamide). Solvent: N1=CC=CC=C1 (pyridine), CS(=O)C (DMSO). Product: C(C)OC(=O)C1=CN2N(COC=3C(=C(C=C(C1=O)C32)F)N3CCN(CC3)C3=C(C=C(C=C3)N3C(O[C@H](C3)CNC(C)=O)=O)F)C (9-(4-{4-[(5S)-5-(Acetylamino-methyl)-2-oxo-oxazolidin-3-yl]-2-fluoro-phenyl}-piperazin-1-yl)-8-fluoro-3-methyl-6-oxo-2,3-dihydro-6H-1-oxa-3,3a-diaza-phenalene-5-carboxylic Acid Ethyl Ester). RXN SMILES: [CH2:1]([O:3][C:4]([C:6]1[C:17](=[O:18])[C:16]2[C:19]3[N:8]([N:9]([CH3:22])[CH2:10][O:11][C:12]=3[C:13](F)=[C:14]([F:20])[CH:15]=2)[CH:7]=1)=[O:5])[CH3:2].[F:23][C:24]1[CH:25]=[C:26]([N:36]2[CH2:40][C@H:39]([CH2:41][NH:42][C:43](=[O:45])[CH3:44])[O:38][C:37]2=[O:46])[CH:27]=[CH:28][C:29]=1[N:30]1[CH2:35][CH2:34][NH:33][CH2:32][CH2:31]1>N1C=CC=CC=1.CS(C)=O>[CH2:1]([O:3][C:4]([C:6]1[C:17](=[O:18])[C:16]2[C:19]3[N:8]([N:9]([CH3:22])[CH2:10][O:11][C:12]=3[C:13]([N:33]3[CH2:34][CH2:35][N:30]([C:29]4[CH:28]=[CH:27][C:26]([N:36]5[CH2:40][C@H:39]([CH2:41][NH:42][C:43](=[O:45])[CH3:44])[O:38][C:37]5=[O:46])=[CH:25][C:24]=4[F:23])[CH2:31][CH2:32]3)=[C:14]([F:20])[CH:15]=2)[CH:7]=1)=[O:5])[CH3:2]. Procedure: A solution of 100 mg 8,9-difluoro-3-methyl-6-oxo-2,3-dihydro-6H-1-oxa-3,3a-diaza-phenalene-5-carboxylic acid ethyl ester (0.32 mmol) and 216 mg of N-[{(5S)-3[3-fluoro-4-(1-piperazinyl)phenyl]-2-oxo-5-oxazolidinyl}-methyl]-acetamide (0.64 mmol) were dissolved in a mixture of 1 ml pyridine and 1 ml DMSO. The reaction was monitored by TLC. The DMSO was evaporated, the residue digested in water and the solid collected. The solid was purified by chromatography, using a 9/1 dichloromethane/methanol mi... Reactants: FC(C1=C(C=C(C=N1)CNC(C(CO)(C)C)=O)C1=NN(C(N1)=O)C1=CC=C(C=C1)C(F)(F)F)F (N-((6-(difluoromethyl)-5-(1-(4-(trifluoromethyl)phenyl)-4,5-dihydro-5-oxo-1H-1,2,4-triazol-3-yl)pyridin-3-yl)methyl)-3-hydroxy-2,2-dimethylpropanamide), CCN(CC)S(F)(F)F (DAST). Solvent: C(Cl)Cl (DCM). The product is FCC(C(=O)NCC=1C=NC(=C(C1)C1=NN(C(N1)=O)C1=CC=C(C=C1)C(F)(F)F)C(F)F)(C)C (3-fluoro-N-((6-(di flu oromethyl)-5-(1-(4-(trifluoromethyl)phenyl)-4,5-dihydro-5-oxo-1H-1,2,4-triazol-3-yl)pyridin-3-yl)methyl)-2,2-dimethylpropanamide). Yield: 8.5%. As a reaction SMILES: [F:1][CH:2]([F:34])[C:3]1[N:8]=[CH:7][C:6]([CH2:9][NH:10][C:11](=[O:17])[C:12]([CH3:16])([CH3:15])[CH2:13]O)=[CH:5][C:4]=1[C:18]1[NH:22][C:21](=[O:23])[N:20]([C:24]2[CH:29]=[CH:28][C:27]([C:30]([F:33])([F:32])[F:31])=[CH:26][CH:25]=2)[N:19]=1.CCN(S(F)(F)[F:41])CC>C(Cl)Cl>[F:41][CH2:13][C:12]([CH3:16])([CH3:15])[C:11]([NH:10][CH2:9][C:6]1[CH:7]=[N:8][C:3]([CH:2]([F:1])[F:34])=[C:4]([C:18]2[NH:22][C:21](=[O:23])[N:20]([C:24]3[CH:29]=[CH:28][C:27]([C:30]([F:33])([F:32])[F:31])=[CH:26][CH:25]=3)[N:19]=2)[CH:5]=1)=[O:17]. Procedure details: The title compound was prepared by following the procedure as described in step-2 of Example-134 by using N-((6-(difluoromethyl)-5-(1-(4-(trifluoromethyl)phenyl)-4,5-dihydro-5-oxo-1H-1,2,4-triazol-3-yl)pyridin-3-yl)methyl)-3-hydroxy-2,2-dimethylpropanamide (0.060 g, 0.12 mmol), DAST (0.060 g, 0.37 mmol), DCM (10 mL) to afford 0.005 g the desired product. 1H NMR (300 MHz, DMSO d6): δ 0.80 (br s, 6H), 4.22 (br s, 1H), 4.38-4.42 (m, 3H), 7.41-7.66 (m, 3H), 7.95 (br s, 1H), 8.08-8.11 (m, 211), 8.61 ...